This data is from the Open Reaction Database (ORD), a public repository of structured organic reaction records. The task is: describe an organic reaction: reactants, conditions, products, and yield The reactants are [Br-].[Br-].[Br-].C1(=CC=CC=C1)[N+](C)(C)C.C1(=CC=CC=C1)[N+](C)(C)C.C1(=CC=CC=C1)[N+](C)(C)C (phenyltrimethylammonium tribromide), C1=C(C=CS1)C(=O)C(C)C (2-(3-thenoyl)propane). The solvent is O1CCCC1 (tetrahydrofuran). Yields the product BrC(C)(C)C(C1=CSC=C1)=O (2-bromo-2-(3-thenoyl)propane). RXN SMILES: [Br-:1].[Br-].[Br-].C1([N+](C)(C)C)C=CC=CC=1.C1([N+](C)(C)C)C=CC=CC=1.C1([N+](C)(C)C)C=CC=CC=1.[CH:34]1[S:38][CH:37]=[CH:36][C:35]=1[C:39]([CH:41]([CH3:43])[CH3:42])=[O:40]>O1CCCC1>[Br:1][C:41]([C:39](=[O:40])[C:35]1[CH:36]=[CH:37][S:38][CH:34]=1)([CH3:43])[CH3:42] |f:0.1.2.3.4.5|. Reported procedure: 2.88 g of phenyltrimethylammonium tribromide was added to a mixed solution comprising 1.54 g of 2-(3-thenoyl)propane and 30 ml of tetrahydrofuran, followed by a reaction at room temperature for 15 hours. After completion of the reaction, the precipitate was separated by filtration and concentrated, and then purified by silica gel column chromatography (eluent: ethyl acetate/n-hexane=2/8-4/6) to obtain 0.87 of 2-bromo-2-(3-thenoyl)propane. The NMR spectrum data of this product were as follows. Reactants: COc1ccccc1Oc1c(Cl)nc(Cl)nc1NS(=O)(=O)c1ccc(C(C)(C)C)cc1, O=CN1CCNCC1. Yields the product COc1ccccc1Oc1c(Cl)nc(N2CCN(C=O)CC2)nc1NS(=O)(=O)c1ccc(C(C)(C)C)cc1. Reaction SMILES: [C:1]([CH3:2])([CH3:3])([CH3:4])[c:5]1[cH:6][cH:7][c:8]([S:11](=[O:12])(=[O:13])[NH:14][c:15]2[n:16][c:17]([Cl:31])[n:18][c:19]([Cl:30])[c:20]2[O:21][c:22]2[c:23]([O:28][CH3:29])[cH:24][cH:25][cH:26][cH:27]2)[cH:9][cH:10]1.[CH:32](=[O:33])[N:34]1[CH2:35][CH2:36][NH:37][CH2:38][CH2:39]1>>[C:1]([CH3:2])([CH3:3])([CH3:4])[c:5]1[cH:6][cH:7][c:8]([S:11](=[O:12])(=[O:13])[NH:14][c:15]2[n:16][c:17]([N:37]3[CH2:36][CH2:35][N:34]([CH:32]=[O:33])[CH2:39][CH2:38]3)[n:18][c:19]([Cl:30])[c:20]2[O:21][c:22]2[c:23]([O:28][CH3:29])[cH:24][cH:25][cH:26][cH:27]2)[cH:9][cH:10]1. Reactants: CC(C)(C)CC(C)(C)c1ccc(O)cc1, CC(C)=O. Product: CC(C)(C)CC(C)(C)c1ccc(O)c(O)c1. RXN SMILES: [C:1]([CH3:2])([CH3:3])([CH2:4][C:5]([CH3:6])([CH3:7])[CH3:8])[c:9]1[cH:10][cH:11][c:12]([OH:15])[cH:13][cH:14]1.[CH3:16][C:17]([CH3:18])=[O:19]>>[C:1]([CH3:2])([CH3:3])([CH2:4][C:5]([CH3:6])([CH3:7])[CH3:8])[c:9]1[cH:10][cH:11][c:12]([OH:15])[c:13]([OH:19])[cH:14]1. Reactants: COC1=CC=C(CN(C2=NC=C(C=N2)C=2C3=C(N=C(N2)N2CCOCC2)N(CC3)C3=CC=C(C(=O)O)C=C3)CC3=CC=C(C=C3)OC)C=C1 (4-(4-{2-[bis-(4-methoxy-benzyl)-amino]-pyrimidin-5-yl}-2-morpholin-4-yl-5,6-dihydro-pyrrolo[2,3-d]pyrimidin-7-yl)-benzoic acid), C(=O)(OC(C)(C)C)N1CCNCC1 (1-Boc-piperazine). The product is C(C)(C)(C)OC(=O)N1CCN(CC1)C(C1=CC=C(C=C1)N1CCC2=C1N=C(N=C2C=2C=NC(=NC2)N(CC2=CC=C(C=C2)OC)CC2=CC=C(C=C2)OC)N2CCOCC2)=O (4-{4-[4-{2-[bis-(4-methoxy-benzyl)-amino]-pyrimidin-5-yl}-2-morpholin-4-yl-5,6-dihydro-pyrrolo[2,3-d]pyrimidin-7-yl]-benzoyl}-piperazine-1-carboxylic acid tert-butyl ester). Yield: 83.8%. RXN SMILES: [CH3:1][O:2][C:3]1[CH:49]=[CH:48][C:6]([CH2:7][N:8]([CH2:39][C:40]2[CH:45]=[CH:44][C:43]([O:46][CH3:47])=[CH:42][CH:41]=2)[C:9]2[N:14]=[CH:13][C:12]([C:15]3[C:16]4[CH2:29][CH2:28][N:27]([C:30]5[CH:38]=[CH:37][C:33]([C:34]([OH:36])=O)=[CH:32][CH:31]=5)[C:17]=4[N:18]=[C:19]([N:21]4[CH2:26][CH2:25][O:24][CH2:23][CH2:22]4)[N:20]=3)=[CH:11][N:10]=2)=[CH:5][CH:4]=1.[C:50]([N:57]1[CH2:62][CH2:61][NH:60][CH2:59][CH2:58]1)([O:52][C:53]([CH3:56])([CH3:55])[CH3:54])=[O:51]>>[C:53]([O:52][C:50]([N:57]1[CH2:62][CH2:61][N:60]([C:34](=[O:36])[C:33]2[CH:32]=[CH:31][C:30]([N:27]3[C:17]4[N:18]=[C:19]([N:21]5[CH2:26][CH2:25][O:24][CH2:23][CH2:22]5)[N:20]=[C:15]([C:12]5[CH:13]=[N:14][C:9]([N:8]([CH2:39][C:40]6[CH:41]=[CH:42][C:43]([O:46][CH3:47])=[CH:44][CH:45]=6)[CH2:7][C:6]6[CH:5]=[CH:4][C:3]([O:2][CH3:1])=[CH:49][CH:48]=6)=[N:10][CH:11]=5)[C:16]=4[CH2:29][CH2:28]3)=[CH:38][CH:37]=2)[CH2:59][CH2:58]1)=[O:51])([CH3:56])([CH3:54])[CH3:55]. Reported procedure: Using 4-(4-{2-[bis-(4-methoxy-benzyl)-amino]-pyrimidin-5-yl}-2-morpholin-4-yl-5,6-dihydro-pyrrolo[2,3-d]pyrimidin-7-yl)-benzoic acid (70.4 mg, 0.107 mmol) obtained in Step A in Example 1-D-19 and 1-Boc-piperazine (31.7 mg, 0.170 mmol) instead of 3-(aminomethyl)pyridine, in the same manner as Step B in Example 1-D-19, amidation was carried out, to obtain a crude product of 4-{4-[4-{2-[bis-(4-methoxy-benzyl)-amino]-pyrimidin-5-yl}-2-morpholin-4-yl-5,6-dihydro-pyrrolo[2,3-d]pyrimidin-7-yl]-benzoyl}... Reactants: CS(=O)(=O)N1C[C@@H](C[C@H]1COCC1=C(C=C(C(=C1)F)F)F)S ((3R,5S)-1-Methanesulfonyl-5-(2,4,5-trifluoro-benzyloxymethyl)-pyrrolidine-3-thiol), N([C@@H](CSSC1=C([N+](=O)[O-])C=CC=N1)C(=O)O)C(=O)C (Ac-Cys(Npys)-OH). Run at time 2 hour. Yields the product C(C)(=O)N[C@H](C(=O)O)CSS[C@H]1CN([C@@H](C1)COCC1=C(C=C(C(=C1)F)F)F)S(=O)(=O)C ((R)-2-acetylamino-3-[(3R,5S)-1-methanesulfonyl-5-(2,4,5-trifluoro-benzyloxymethyl)-pyrrolidin-3-yldisulfanyl]-propionic acid). The yield is 93.3%. As a reaction SMILES: [CH3:1][S:2]([N:5]1[C@H:9]([CH2:10][O:11][CH2:12][C:13]2[CH:18]=[C:17]([F:19])[C:16]([F:20])=[CH:15][C:14]=2[F:21])[CH2:8][C@@H:7]([SH:22])[CH2:6]1)(=[O:4])=[O:3].[NH:23]([C:40]([CH3:42])=[O:41])[C@H:24]([C:37]([OH:39])=[O:38])[CH2:25][S:26]SC1N=CC=CC=1[N+]([O-])=O>>[C:40]([NH:23][C@@H:24]([CH2:25][S:26][S:22][C@@H:7]1[CH2:8][C@@H:9]([CH2:10][O:11][CH2:12][C:13]2[CH:18]=[C:17]([F:19])[C:16]([F:20])=[CH:15][C:14]=2[F:21])[N:5]([S:2]([CH3:1])(=[O:4])=[O:3])[CH2:6]1)[C:37]([OH:39])=[O:38])(=[O:41])[CH3:42]. Reported procedure: (3R,5S)-1-Methanesulfonyl-5-(2,4,5-trifluoro-benzyloxymethyl)-pyrrolidine-3-thiol (100 mg, 0.28 mmol) and Ac-Cys(Npys)-OH (89 mg, 0.28 mmol) were dissolved in argon-degassed DMF (abs. 2 ml) and degassed 0.1 M phosphate buffer (pH 6.2, 2 ml) was added. The reaction mixture was magnetically stirred for 2 h under argon. Work-up as above (Example 22a) yielded (R)-2-acetylamino-3-[(3R,5S)-1-methanesulfonyl-5-(2,4,5-trifluoro-benzyloxymethyl)-pyrrolidin-3-yldisulfanyl]-propionic acid (135 mg), MS: 515... The reactants are COC(C)(C)OC (2,2-dimethoxypropane), COCC(NC1=CC=CC=C1)C1C(N(CC1)C(=O)OCC1=CC=CC=C1)=O (benzyl 3-(2-methoxy-1-(phenylamino)ethyl)-2-oxopyrrolidine-1-carboxylate), COCC(NC1=CC=CC=C1)=C1C(N(CC1)C(=O)OCC1=CC=CC=C1)=O (benzyl 3-(2-methoxy-1-(phenylamino)ethylidene)-2-oxopyrrolidine-1-carboxylate), [Rh(cod)2]OTf, COCC(NC1=CC=CC=C1)=C1C(N(CC1)C(=O)OCC1=CC=CC=C1)=O (benzyl 3-(2-methoxy-1-(phenylamino)ethylidene)-2-oxopyrrolidine-1-carboxylate), N1C(=O)NC(=O)NC1=O (cyanuric acid), [H][H] (Hydrogen). The solvent is CC(=O)C (acetone), CC(=O)C (acetone). Reaction conditions: time 1 hour. Yields the product resultant product, COC[C@@H]1NC=2C=CC=CC2[C@H]2[C@@H]1CCN2C(=O)OCC2=CC=CC=C2 ((3aR,4R,9bR)-benzyl 4-(methoxymethyl)-2,3,3a,4,5,9b-hexahydro-1H-pyrrolo[3,2-c]quinoline-1-carboxylate). As a reaction SMILES: [CH3:1][O:2][CH2:3][C:4](=[C:12]1[CH2:16][CH2:15][N:14]([C:17]([O:19][CH2:20][C:21]2[CH:26]=[CH:25][CH:24]=[CH:23][CH:22]=2)=[O:18])[C:13]1=O)[NH:5][C:6]1[CH:11]=[CH:10][CH:9]=[CH:8][CH:7]=1.N1C(=O)NC(=O)NC1=O.COC(OC)(C)C.[H][H].COCC(C1CCN(C(OCC2C=CC=CC=2)=O)C1=O)NC1C=CC=CC=1>CC(C)=O>[CH3:1][O:2][CH2:3][C@H:4]1[C@H:12]2[CH2:16][CH2:15][N:14]([C:17]([O:19][CH2:20][C:21]3[CH:26]=[CH:25][CH:24]=[CH:23][CH:22]=3)=[O:18])[C@H:13]2[C:7]2[CH:8]=[CH:9][CH:10]=[CH:11][C:6]=2[NH:5]1. Procedure: Into a 10 mL Schlenk flask were charged [Rh(cod)2]OTf (19.2 mg) [mw. 468.34, 0.041 mmol, s/c 100] and (2S,4S)-skewphos (21.7 mg) [mw. 440.50, 6.6 μmol], and the system was substituted with argon. Deaeration-treated dehydrated acetone (5 mL) was added by argon pressure supply. Under an argon atmosphere, the mixture was stirred at room temperature for 1 hr. Separately, into a 120 mL stainless autoclave were charged benzyl 3-(2-methoxy-1-(phenylamino)ethylidene)-2-oxopyrrolidine-1-carboxylate (1.50... The reactants are Cl (HCl), [OH-].[Na+] (NaOH), B(F)(F)F.CCOCC (BF3.OEt2), CC(CCCC#N)(C)C (5,5-dimethyl-hexanenitrile), C(C)[Mg]Br (ethyl magnesium bromide), solution. Reagents/catalysts: CC([O-])C.CC([O-])C.CC([O-])C.CC([O-])C.[Ti+4] (Titanium tetraisopropoxide). The solvent is C(C)OCC (diethyl ether), C1CCOC1 (THF). Run at time 10 minute. Yields the product CC(CCCC1(CC1)N)(C)C (1-(4,4-dimethyl-pentyl)-cyclopropylamine). As a reaction SMILES: [CH3:1][C:2]([CH3:9])([CH3:8])[CH2:3][CH2:4][CH2:5][C:6]#[N:7].[CH2:10]([Mg]Br)[CH3:11].B(F)(F)F.CCOCC.Cl.[OH-].[Na+]>C(OCC)C.C1COCC1.CC(C)[O-].CC(C)[O-].CC(C)[O-].CC(C)[O-].[Ti+4]>[CH3:1][C:2]([CH3:9])([CH3:8])[CH2:3][CH2:4][CH2:5][C:6]1([NH2:7])[CH2:11][CH2:10]1 |f:2.3,5.6,9.10.11.12.13|. Procedure details: Titanium tetraisopropoxide (1.4 mL, 5.52 mmol) was added to a solution of 5,5-dimethyl-hexanenitrile (630 mg, 4.8 mmol) in diethyl ether (16 mL) and the resulting solution was stirred at room temperature for 10 minutes. The mixture was cooled to 0 ° C. and ethyl magnesium bromide (10 mL, 10 mmol of a 1 M solution in THF, 2.1 EQ) was added over a 20 minute period. The reaction mixture was warmed to room temperature and allowed to stir for 40 minutes after which TLC indicated complete consumption ...